From a dataset of the Open Reaction Database (ORD), a public repository of structured organic reaction records. describe an organic reaction: reactants, conditions, products, and yield Starting materials: CCOC(=O)C1(C(=O)OCC)CCC1, C1CCOC1, CCOC(C)=O, [K+], O=S(=O)([O-])O. Product: CCOC(=O)C1(CO)CCC1. Reaction SMILES: [C:1]1([C:5](=[O:6])[O:7][CH2:8][CH3:9])([C:10](=[O:11])[O:12][CH2:13][CH3:14])[CH2:2][CH2:3][CH2:4]1.[CH2:21]1[O:22][CH2:23][CH2:24][CH2:25]1.[CH3:26][CH2:27][O:28][C:29](=[O:30])[CH3:31].[K+:20].[S:15](=[O:16])(=[O:17])([OH:18])[O-:19]>>[C:1]1([C:5](=[O:6])[O:7][CH2:8][CH3:9])([CH2:10][OH:11])[CH2:2][CH2:3][CH2:4]1.